Dataset: the Open Reaction Database (ORD), a public repository of structured organic reaction records. Task: describe an organic reaction: reactants, conditions, products, and yield The reactants are CC(C)(C)c1ccc(Nc2ncnc3c2CCNC3)cc1, O=C([O-])[O-], FC(F)(F)c1cccnc1Cl, [K+], [K+], CN(C)C=O. Product: Cl, CC(C)(C)c1ccc(Nc2ncnc3c2CCN(c2ncccc2C(F)(F)F)C3)cc1. RXN SMILES: [C:12]([CH3:13])([CH3:14])([CH3:15])[c:16]1[cH:17][cH:18][c:19]([NH:22][c:23]2[c:24]3[c:25]([n:26][cH:27][n:28]2)[CH2:29][NH:30][CH2:31][CH2:32]3)[cH:20][cH:21]1.[C:33](=[O:34])([O-:35])[O-:36].[Cl:1][c:2]1[n:3][cH:4][cH:5][cH:6][c:7]1[C:8]([F:9])([F:10])[F:11].[K+:37].[K+:38].[O:39]=[CH:40][N:41]([CH3:42])[CH3:43]>>[ClH:1].[c:2]1([N:30]2[CH2:29][c:25]3[c:24]([c:23]([NH:22][c:19]4[cH:18][cH:17][c:16]([C:12]([CH3:13])([CH3:14])[CH3:15])[cH:21][cH:20]4)[n:28][cH:27][n:26]3)[CH2:32][CH2:31]2)[n:3][cH:4][cH:5][cH:6][c:7]1[C:8]([F:9])([F:10])[F:11]. The reactants are C1(CCCCC1)NC(O)=O.[Na].FC(CS(=O)(=O)[O-])F (sodium cyclohexylcarbamic acid 2,2-difluoroethylsulfonate), [Cl-].C1(=CC=CC=C1)[S+](C1=CC=CC=C1)C1=CC=CC=C1 (triphenylsulfonium chloride), O (water). The solvent is C(Cl)(Cl)Cl (chloroform). Run at time 4 hour. Yields the product C1(CCCCC1)NC(O)=O.C1(=CC=CC=C1)[S+](C1=CC=CC=C1)C1=CC=CC=C1.FC(CS(=O)(=O)[O-])F (triphenylsulfonium cyclohexylcarbamic acid 2,2-difluoroethylsulfonate). Yield: 92.5%. As a reaction SMILES: [CH:1]1([NH:7][C:8](=[O:10])[OH:9])[CH2:6][CH2:5][CH2:4][CH2:3][CH2:2]1.[Na].[F:12][CH:13]([F:19])[CH2:14][S:15]([O-:18])(=[O:17])=[O:16].[Cl-].[C:21]1([S+:27]([C:34]2[CH:39]=[CH:38][CH:37]=[CH:36][CH:35]=2)[C:28]2[CH:33]=[CH:32][CH:31]=[CH:30][CH:29]=2)[CH:26]=[CH:25][CH:24]=[CH:23][CH:22]=1.O>C(Cl)(Cl)Cl>[CH:1]1([NH:7][C:8](=[O:9])[OH:10])[CH2:6][CH2:5][CH2:4][CH2:3][CH2:2]1.[C:34]1([S+:27]([C:21]2[CH:22]=[CH:23][CH:24]=[CH:25][CH:26]=2)[C:28]2[CH:33]=[CH:32][CH:31]=[CH:30][CH:29]=2)[CH:35]=[CH:36][CH:37]=[CH:38][CH:39]=1.[F:12][CH:13]([F:19])[CH2:14][S:15]([O-:18])(=[O:17])=[O:16] |f:0.1.2,3.4,7.8.9,^1:10|. Procedure: A 300-mL reaction vessel was charged with 31.85 g (purity: 47%, 48.0 mmol) of sodium cyclohexylcarbamic acid-2,2-difluoroethylsulfonate, 15.8 g (52.9 mmol) of triphenylsulfonium chloride, 170 g of water and 30 g of chloroform. The resulting solution was stirred for 4 hours at room temperature and separated into two phases. The aqueous phase was extracted with chloroform. The thus-obtained organic phases were combined together. The combined organic phase faction was washed six times with water, s...